This data is from the Open Reaction Database (ORD), a public repository of structured organic reaction records. The task is: describe an organic reaction: reactants, conditions, products, and yield Starting materials: CC(C)O, Clc1ncnc2c1c(I)cn2-c1ccccc1, N, C1COCCO1. Yields the product Nc1ncnc2c1c(I)cn2-c1ccccc1. RXN SMILES: [CH:25]([OH:26])([CH3:27])[CH3:28].[Cl:2][c:3]1[c:4]2[c:5]([n:6][cH:7][n:8]1)[n:9](-[c:13]1[cH:14][cH:15][cH:16][cH:17][cH:18]1)[cH:10][c:11]2[I:12].[NH3:1].[O:19]1[CH2:20][CH2:21][O:22][CH2:23][CH2:24]1>>[NH2:1][c:3]1[c:4]2[c:5]([n:6][cH:7][n:8]1)[n:9](-[c:13]1[cH:14][cH:15][cH:16][cH:17][cH:18]1)[cH:10][c:11]2[I:12]. Reactants: FC=1C=NC=CC1C(C)SC=1N=C(C2=C(N1)N=C(S2)OC)N[C@@H](CO)CC(C)C ((2R)-2-[(5-{[1-(3-fluoropyridin-4-yl)ethyl]thio}-2-methoxy[1,3]thiazolo[4,5-d]pyrimidin-7-yl)amino]-4-methylpentan-1-ol). Run in C([O-])(O)=O.[Na+] (sodium bicarbonate), O (water). Conditions: temperature 50 celsius, time 2 hour. Yields the product FC=1C=NC=CC1C(C)SC=1N=C(C2=C(N1)NC(S2)=O)N[C@H](CC(C)C)CO (5-{[1-(3-Fluoropyridin-4-yl)ethyl]thio}-7-{[(1R)-1-(hydroxymethyl)-3-methylbutyl]amino}[1,3]thiazolo[4,5-d]pyrimidin-2(3H)-one). RXN SMILES: [F:1][C:2]1[CH:3]=[N:4][CH:5]=[CH:6][C:7]=1[CH:8]([S:10][C:11]1[N:12]=[C:13]([NH:22][C@H:23]([CH2:26][CH:27]([CH3:29])[CH3:28])[CH2:24][OH:25])[C:14]2[S:19][C:18]([O:20]C)=[N:17][C:15]=2[N:16]=1)[CH3:9]>C(=O)(O)[O-].[Na+].O>[F:1][C:2]1[CH:3]=[N:4][CH:5]=[CH:6][C:7]=1[CH:8]([S:10][C:11]1[N:12]=[C:13]([NH:22][C@@H:23]([CH2:24][OH:25])[CH2:26][CH:27]([CH3:28])[CH3:29])[C:14]2[S:19][C:18](=[O:20])[NH:17][C:15]=2[N:16]=1)[CH3:9] |f:1.2|. Procedure details: The title compound was prepared starting from (2R)-2-[(5-{[1-(3-fluoropyridin-4-yl)ethyl]thio}-2-methoxy[1,3]thiazolo[4,5-d]pyrimidin-7-yl)amino]-4-methylpentan-1-ol from the previous step using General method D, except that the reaction mixture was stirred at 50° C. for 2 h. After complete reaction the reaction mixture was diluted with sat. sodium bicarbonate aq. and water (1:1) and extracted with DCM (three times). The combined organic extracts were dried over sodium sulphate and concentrated ... As a reaction SMILES: [CH3:1][O:2][C:3]1[N:8]=[C:7]([O:9][CH3:10])[N:6]=[C:5]([CH:11]2[C:19]3[C:14](=[C:15]([F:21])[CH:16]=[C:17]([F:20])[CH:18]=3)[NH:13][C:12]2=[O:22])[N:4]=1.CN1C=CN=C1.[F:29][CH:30]([F:35])[S:31](Cl)(=[O:33])=[O:32].O>ClCCl>[F:29][CH:30]([F:35])[S:31]([N:13]1[C:14]2[C:19](=[CH:18][C:17]([F:20])=[CH:16][C:15]=2[F:21])[CH:11]([C:5]2[N:4]=[C:3]([O:2][CH3:1])[N:8]=[C:7]([O:9][CH3:10])[N:6]=2)[C:12]1=[O:22])(=[O:33])=[O:32]. Starting materials: O (water), COC1=NC(=NC(=N1)OC)C1C(NC2=C(C=C(C=C12)F)F)=O (3-(4,6-Dimethoxy-1,3,5-triazin-2-yl)-5,7-difluoro-1,3-dihydro-2H-indol-2-one), CN1C=NC=C1 (1-methyl-1H-imidazole), FC(S(=O)(=O)Cl)F (difluoromethanesulfonyl chloride). The solvent is ClCCl (dichloromethane). Reported procedure: 3-(4,6-Dimethoxy-1,3,5-triazin-2-yl)-5,7-difluoro-1,3-dihydro-2H-indol-2-one (1.0 g), 1-methyl-1H-imidazole (0.74 g) and difluoromethanesulfonyl chloride (1.09 g) are reacted in 8 ml of dichloromethane analogously to Example 5. For the work-up, water is added and stirred, and the solid is filtered off, washed with dilute hydrochloric acid and water and dried. This gives the title compound as a solid in an HPLC purity of 97% (1.08 g, 82% of theory). The UV absorption (maximum at 360 nm) verifies ... Product: FC(S(=O)(=O)N1C(C(C2=CC(=CC(=C12)F)F)C1=NC(=NC(=N1)OC)OC)=O)F (1-[(difluoromethyl)sulfonyl]-3-(4,6-dimethoxy-1,3,5-triazin-2-yl)-5,7-difluoro-1,3-dihydro-2H-indol-2-one).